From a dataset of the Open Reaction Database (ORD), a public repository of structured organic reaction records. describe an organic reaction: reactants, conditions, products, and yield Reactants: CC1=C(C=C2C(=N1)CCCCC2)C(=O)O (2-methyl-6,7,8,9-tetrahydro-5H-cyclohepta[b]pyridine-3-carboxylic acid), C1=CN(C=N1)C(=O)N2C=CN=C2 (CDI), NC(=N)N.C1CCOC1 (guanidine THF). The solvent is C1CCOC1 (THF). Reaction conditions: time 2 hour. Product: CC1=C(C=C2C(=N1)CCCCC2)C(=O)NC(=N)N (2-Methyl-6,7,8,9-tetrahydro-5H-cyclohepta[b]pyridine-3-carbonylguanidine). Isolated yield 39.5%. Reaction SMILES: [CH3:1][C:2]1[N:7]=[C:6]2[CH2:8][CH2:9][CH2:10][CH2:11][CH2:12][C:5]2=[CH:4][C:3]=1[C:13]([OH:15])=O.C1N=CN(C(N2C=NC=C2)=O)C=1.[NH2:28][C:29]([NH2:31])=[NH:30].C1COCC1>C1COCC1>[CH3:1][C:2]1[N:7]=[C:6]2[CH2:8][CH2:9][CH2:10][CH2:11][CH2:12][C:5]2=[CH:4][C:3]=1[C:13]([NH:30][C:29]([NH2:31])=[NH:28])=[O:15] |f:2.3|. Procedure details: In an atmosphere of argon, metallic sodium (446.6 mg, 0.019 g atom) was dissolved in anhydrous methanol (15.0 ml) at room temperature, and the solution was mixed with guanidine hydrochloride (1.89 g, 19.7 mmol) at 0° C. After 30 minutes of stirring at room temperature, the thus precipitated sodium chloride was removed by filtration using a glass filter and the resulting filtrate was evaporated under reduced pressure to obtain free guanidine. In an atmosphere of argon, 2-methyl-6,7,8,9-tetrahydro... The reactants are C=CC(=O)OC(C)(C)C, O=C1NC2(CCN(Cc3ccccc3)CC2)Nc2ccc(Br)cc21, COC(=O)C=Cc1ccc2c(c1)C(=O)CC1(CCN(C(=O)OC(C)(C)C)CC1)O2. The product is CC(C)(C)OC(=O)C=Cc1ccc2c(c1)C(=O)NC1(CCN(Cc3ccccc3)CC1)N2. RXN SMILES: [C:25]([CH:26]=[CH2:27])(=[O:28])[O:29][C:30]([CH3:31])([CH3:32])[CH3:33].[CH2:1]([c:2]1[cH:3][cH:4][cH:5][cH:6][cH:7]1)[N:8]1[CH2:9][CH2:10][C:11]2([CH2:12][CH2:13]1)[NH:14][c:15]1[cH:16][cH:17][c:18]([Br:24])[cH:19][c:20]1[C:21](=[O:23])[NH:22]2.[CH3:34][O:35][C:36](=[O:37])[CH:38]=[CH:39][c:40]1[cH:41][c:42]2[c:43]([cH:44][cH:45]1)[O:46][C:47]1([CH2:48][CH2:49][N:50]([C:51]([O:52][C:53]([CH3:54])([CH3:55])[CH3:56])=[O:57])[CH2:58][CH2:59]1)[CH2:60][C:61]2=[O:62]>>[CH2:1]([c:2]1[cH:3][cH:4][cH:5][cH:6][cH:7]1)[N:8]1[CH2:9][CH2:10][C:11]2([CH2:12][CH2:13]1)[NH:14][c:15]1[cH:16][cH:17][c:18]([CH:27]=[CH:26][C:25](=[O:28])[O:29][C:30]([CH3:31])([CH3:32])[CH3:33])[cH:19][c:20]1[C:21](=[O:23])[NH:22]2. The reactants are C(CCC)C=1C=NC(=C(C(=O)NC(COCCC2=C(C=CC(=C2)F)F)=N)C1)Cl (5-butyl-2-chloro-N-{2-[2-(2,5-difluoro-phenyl)-ethoxy]-1-imino-ethyl}-nicotinamide), CC(C)(C)[O-].[K+] (KOtBu). The solvent is CS(=O)C (DMSO). Yields the product C(CCC)C1=CC2=C(N=C(NC2=O)COCCC2=C(C=CC(=C2)F)F)N=C1 (6-butyl-2-[2-(2,5-difluoro-phenyl)-ethoxymethyl]-3H-pyrido[2,3-d]pyrimidin-4-one). RXN SMILES: [CH2:1]([C:5]1[CH:6]=[N:7][C:8](Cl)=[C:9]([CH:27]=1)[C:10]([NH:12][C:13](=[NH:26])[CH2:14][O:15][CH2:16][CH2:17][C:18]1[CH:23]=[C:22]([F:24])[CH:21]=[CH:20][C:19]=1[F:25])=[O:11])[CH2:2][CH2:3][CH3:4].CC([O-])(C)C.[K+]>CS(C)=O>[CH2:1]([C:5]1[CH:6]=[N:7][C:8]2[N:26]=[C:13]([CH2:14][O:15][CH2:16][CH2:17][C:18]3[CH:23]=[C:22]([F:24])[CH:21]=[CH:20][C:19]=3[F:25])[NH:12][C:10](=[O:11])[C:9]=2[CH:27]=1)[CH2:2][CH2:3][CH3:4] |f:1.2|. Reported procedure: In analogy to the procedure described in example 78.4, 5-butyl-2-chloro-N-{2-[2-(2,5-difluoro-phenyl)-ethoxy]-1-imino-ethyl}-nicotinamide was treated with KOtBu in DMSO to obtain 6-butyl-2-[2-(2,5-difluoro-phenyl)-ethoxymethyl]-3H-pyrido[2,3-d]pyrimidin-4-one as off-white crystals. MS: m/e=374.4 [M+H+].